Dataset: the Open Reaction Database (ORD), a public repository of structured organic reaction records. Task: describe an organic reaction: reactants, conditions, products, and yield Starting materials: COC=1C=C(C=CC1)C1=NC(=NO1)C=1C=NC=CC1 (3-[5-(3-Methoxyphenyl)-[1,2,4]oxadiazol-3-yl)pyridine), Cl.N1=CC=CC=C1 (pyridine hydrochloride). The solvent is O (H2O). The product is N1=CC(=CC=C1)C1=NOC(=N1)C=1C=C(C=CC1)O (3-(3-Pyridin-3-yl-[1,2,4]oxadiazol-5-yl)phenol). RXN SMILES: C[O:2][C:3]1[CH:4]=[C:5]([C:9]2[O:13][N:12]=[C:11]([C:14]3[CH:15]=[N:16][CH:17]=[CH:18][CH:19]=3)[N:10]=2)[CH:6]=[CH:7][CH:8]=1.Cl.N1C=CC=CC=1>O>[N:16]1[CH:17]=[CH:18][CH:19]=[C:14]([C:11]2[N:10]=[C:9]([C:5]3[CH:4]=[C:3]([OH:2])[CH:8]=[CH:7][CH:6]=3)[O:13][N:12]=2)[CH:15]=1 |f:1.2|. Reported procedure: 3-[5-(3-Methoxyphenyl)-[1,2,4]oxadiazol-3-yl)pyridine (4.0 g, 15.79 mM) and pyridine hydrochloride (37.6 g, 325 mM) were melted together at about 160° C. under an atmosphere of nitrogen for about 30 hours. This mixture was poured into H2O and stirred. The precipitated product was filtered and dried, 2.9 g, mp. >200° C. Starting materials: Brc1cccnc1, CCOCC, O=Cc1ccc2c(c1)N(C1CCN(CCc3ccc(F)cc3)CC1)CC2. RXN SMILES: [Br:1][c:2]1[cH:3][n:4][cH:5][cH:6][cH:7]1.[CH3:34][CH2:35][O:36][CH2:37][CH3:38].[F:8][c:9]1[cH:10][cH:11][c:12]([CH2:13][CH2:14][N:15]2[CH2:16][CH2:17][CH:18]([N:21]3[CH2:22][CH2:23][c:24]4[cH:25][cH:26][c:27]([CH:30]=[O:31])[cH:28][c:29]43)[CH2:19][CH2:20]2)[cH:32][cH:33]1>>[c:2]1([CH:30]([c:27]2[cH:26][cH:25][c:24]3[c:29]([cH:28]2)[N:21]([CH:18]2[CH2:17][CH2:16][N:15]([CH2:14][CH2:13][c:12]4[cH:11][cH:10][c:9]([F:8])[cH:33][cH:32]4)[CH2:20][CH2:19]2)[CH2:22][CH2:23]3)[OH:31])[cH:3][n:4][cH:5][cH:6][cH:7]1. Product: OC(c1cccnc1)c1ccc2c(c1)N(C1CCN(CCc3ccc(F)cc3)CC1)CC2. Reactants: C(C)(C)C=1C=CC(=C(C1)S(=O)(=O)Cl)CCNC(C(F)(F)F)=O (5-isopropyl-2-[2-(2,2,2-trifluoroacetylamino)ethyl]benzenesulfonyl chloride), C(C)(C)(C)N (tert-butylamine), O1CCCC1 (tetrahydrofuran). Run at time 8 hour. The product is C(C)(C)(C)NS(=O)(=O)C1=C(C=C(C=C1)C(C)C)CCNC(C(F)(F)F)=O (N-[2-(2-tert-butylsulfamoyl-5-isopropylphenyl)ethyl]-2,2,2-trifluoroacetamide). As a reaction SMILES: C([C:4]1[CH:5]=[CH:6][C:7]([CH2:14][CH2:15][NH:16][C:17](=[O:22])[C:18]([F:21])([F:20])[F:19])=[C:8]([S:10](Cl)(=[O:12])=[O:11])[CH:9]=1)(C)C.[C:23]([NH2:27])([CH3:26])([CH3:25])[CH3:24].O1C[CH2:31][CH2:30][CH2:29]1>>[C:23]([NH:27][S:10]([C:8]1[CH:9]=[CH:4][C:5]([CH:30]([CH3:31])[CH3:29])=[CH:6][C:7]=1[CH2:14][CH2:15][NH:16][C:17](=[O:22])[C:18]([F:19])([F:20])[F:21])(=[O:11])=[O:12])([CH3:26])([CH3:25])[CH3:24]. Reported procedure: To a solution of 0.463 g of 5-isopropyl-2-[2-(2,2,2-trifluoroacetylamino)ethyl]benzenesulfonyl chloride in 30 mL of tetrahydrofuran was added 0.500 mL of tert-butylamine. The mixture was sealed and stirred at room temperature overnight. The reaction mixture was concentrated under reduced pressure, and the residue was dissolved in 30 mL of water and 10 mL of 1 mol/L hydrochloric acid. The mixture was extracted with ethyl acetate, and the organic layer was washed with water, saturated aqueous sodi... Starting materials: CO, COC(=O)c1ccc(O)c(Cl)c1, ClCCl, O=C1CCC(=O)N1I, O=S(=O)(O)C(F)(F)F. Yields the product COC(=O)c1cc(Cl)c(O)c(I)c1. RXN SMILES: [CH3:32][OH:33].[Cl:1][c:2]1[cH:3][c:4]([C:5](=[O:6])[O:7][CH3:8])[cH:9][cH:10][c:11]1[OH:12].[Cl:29][CH2:30][Cl:31].[I:13][N:14]1[C:15](=[O:16])[CH2:17][CH2:18][C:19]1=[O:20].[OH:21][S:22]([C:23]([F:24])([F:25])[F:26])(=[O:27])=[O:28]>>[Cl:1][c:2]1[cH:3][c:4]([C:5](=[O:6])[O:7][CH3:8])[cH:9][c:10]([I:13])[c:11]1[OH:12]. Starting materials: C(CCCCCCCCCCCCCCCCC)OCC1CO1 (octadecylglycidyl ether), N[C@@H](CCCNC(N)=N)C(=O)O (L-arginine), C(C)(C)O (i-propanol), C(CCCCCCCCCCCCCCCCC)OCC1CO1 (octadecylglycidyl ether), Cl (hydrochloric acid). Solvent: O (water). Yields the product Cl.OC(CN([C@@H](CCCNC(N)=N)C(=O)O)CC(COCCCCCCCCCCCCCCCCCC)O)COCCCCCCCCCCCCCCCCCC (N,N-bis(2-hydroxy-3-octadecyloxypropyl)-L-arginine hydrochloride). Yield: 12.3%. RXN SMILES: [NH2:1][C@H:2]([C:10]([OH:12])=[O:11])[CH2:3][CH2:4][CH2:5][NH:6][C:7](=[NH:9])[NH2:8].[CH:13]([OH:16])([CH3:15])[CH3:14].[CH2:17]([O:35][CH2:36][CH:37]1[O:39][CH2:38]1)[CH2:18][CH2:19][CH2:20][CH2:21][CH2:22][CH2:23][CH2:24][CH2:25][CH2:26][CH2:27][CH2:28][CH2:29][CH2:30][CH2:31][CH2:32][CH2:33][CH3:34].[ClH:40]>O>[ClH:40].[OH:16][CH:13]([CH2:15][O:35][CH2:17][CH2:18][CH2:19][CH2:20][CH2:21][CH2:22][CH2:23][CH2:24][CH2:25][CH2:26][CH2:27][CH2:28][CH2:29][CH2:30][CH2:31][CH2:32][CH2:33][CH3:34])[CH2:14][N:1]([CH2:38][CH:37]([OH:39])[CH2:36][O:35][CH2:17][CH2:18][CH2:19][CH2:20][CH2:21][CH2:22][CH2:23][CH2:24][CH2:25][CH2:26][CH2:27][CH2:28][CH2:29][CH2:30][CH2:31][CH2:32][CH2:33][CH3:34])[C@H:2]([C:10]([OH:12])=[O:11])[CH2:3][CH2:4][CH2:5][NH:6][C:7](=[NH:8])[NH2:9] |f:5.6|. Procedure details: L-arginine (17.4 g, 0.1 mols) was dissolved in 100 ml of water in a three-necked round flask, and 100 ml of i-propanol were added thereto. Then, 65.2 g (0.2 mols) of octadecylglycidyl ether were added dropwise thereto over a period of 30 minutes while being heat-refluxed and stirred. Further, the mixture was stirred under reflux for 3 hours. It was identified through TLC and gas chromatography that octadecylglycidyl ether disappeared. Thereafter, the resulting mixture was neutralized with 10.1 g...